This data is from the Open Reaction Database (ORD), a public repository of structured organic reaction records. The task is: describe an organic reaction: reactants, conditions, products, and yield Starting materials: IC (iodomethane), Cl.ClC=1C=C(C=CC1)C1=CC(NC2=CC=C(C=C12)C(C1=CC=C(C=O)C=C1)(C1=CN=CN1C)O)=O ((±)-4-[[4-(3-chlorophenyl)-1,2-dihydro-2-oxo-6-quinolinyl]hydroxy(1-methyl-1H-imidazol-5-yl)methyl]benzaldehyde monohydrochloride), O (H2O). Reagents/catalysts: CC[N+](CC)(CC)CC1=CC=CC=C1.[Cl-] (BTEAC). Run in [OH-].[Na+] (NaOH), C1CCOC1 (THF). Run at time 18 hour. The product is ClC=1C=C(C=CC1)C1=CC(N(C2=CC=C(C=C12)C(C1=CC=C(C=O)C=C1)(C1=CN=CN1C)O)C)=O ((±)-4-[[4-(3-chlorophenyl)-1,2-dihydro-1-methyl-2-oxo-6-quinolinyl]hydroxy(1-methyl-1H-imidazol-5-yl)methyl]benzaldehyde). Yield: 31.9%. As a reaction SMILES: I[CH3:2].Cl.[Cl:4][C:5]1[CH:6]=[C:7]([C:11]2[C:20]3[C:15](=[CH:16][CH:17]=[C:18]([C:21]([OH:36])([C:30]4[N:34]([CH3:35])[CH:33]=[N:32][CH:31]=4)[C:22]4[CH:29]=[CH:28][C:25]([CH:26]=[O:27])=[CH:24][CH:23]=4)[CH:19]=3)[NH:14][C:13](=[O:37])[CH:12]=2)[CH:8]=[CH:9][CH:10]=1.O>CC[N+](CC1C=CC=CC=1)(CC)CC.[Cl-].[OH-].[Na+].C1COCC1>[Cl:4][C:5]1[CH:6]=[C:7]([C:11]2[C:20]3[C:15](=[CH:16][CH:17]=[C:18]([C:21]([OH:36])([C:30]4[N:34]([CH3:35])[CH:33]=[N:32][CH:31]=4)[C:22]4[CH:29]=[CH:28][C:25]([CH:26]=[O:27])=[CH:24][CH:23]=4)[CH:19]=3)[N:14]([CH3:2])[C:13](=[O:37])[CH:12]=2)[CH:8]=[CH:9][CH:10]=1 |f:1.2,4.5,6.7|. Reported procedure: BTEAC (0.00395 mol), then iodomethane (0.00474 mol) were added to a solution of (±)-4-[[4-(3-chlorophenyl)-1,2-dihydro-2-oxo-6-quinolinyl]hydroxy(1-methyl-1H-imidazol-5yl)methyl]benzaldehyde monohydrochloride (described in Example B1) (0.00395 mol) in NaOH (1N) and THF (20 ml). The mixture was stirred at room temperature for 18 hours, poured out into H2O and extracted with EtOAc. The organic layer was separated, dried (MgSO4), filtered and the solvent was evaporated. The residue (1.1 g) was puri... The solvent is CCO (EtOH). The product is COC1=C(CCCC1)C=1C=C2C(=NC1)N(C=C2C=2C=NN(C2)C)S(=O)(=O)C2=CC=CC=C2 (5-(2-methoxycyclohex-1-enyl)-3-(1-methyl-1H-pyrazol-4-yl)-1-(phenylsulfonyl)-1H-pyrrolo[2,3-b]pyridine). The reactants are BrC=1C=C2C(=NC1)N(C=C2C=2C=NN(C2)C)S(=O)(=O)C2=CC=CC=C2 (5-Bromo-3-(1-methyl-1H-pyrazol-4-yl)-1-(phenyl sulfonyl)-1H-pyrrolo[2,3-b]pyridine), boronic ester, [Cl-].[Li+] (lithium chloride), C1(=CC=CC=C1)C (toluene), C(=O)([O-])[O-].[Na+].[Na+] (Na2CO3). Reagents/catalysts: Cl[Pd]([P](C1=CC=CC=C1)(C2=CC=CC=C2)C3=CC=CC=C3)([P](C4=CC=CC=C4)(C5=CC=CC=C5)C6=CC=CC=C6)Cl (Pd(PPh3)2Cl2). Reported procedure: 5-Bromo-3-(1-methyl-1H-pyrazol-4-yl)-1-(phenyl sulfonyl)-1H-pyrrolo[2,3-b]pyridine (III-a) (0.25 g, 0.60 mmol), boronic ester (VIb-31) (0.71 g, 3.00 mmol), lithium chloride (50 mg, 1.20 mmol), and Pd(PPh3)2Cl2 (42 mg, 0.060 mmol), in EtOH (1.50 mL), toluene (1.50 mL) and 1.0 M Na2CO3 solution (1.50 mL) were reacted using the general procedure A for the Suzuki reaction. The crude product was purified by PTLC using hexane:EtOAc=1:1 (v/v) as eluent to give (IIa-31) (single isomer) as a yellow oil (... Isolated yield 30.0%. Reaction SMILES: Br[C:2]1[CH:3]=[C:4]2[C:10]([C:11]3[CH:12]=[N:13][N:14]([CH3:16])[CH:15]=3)=[CH:9][N:8]([S:17]([C:20]3[CH:25]=[CH:24][CH:23]=[CH:22][CH:21]=3)(=[O:19])=[O:18])[C:5]2=[N:6][CH:7]=1.[Cl-].[Li+].[C:28]1(C)[CH:33]=[CH:32][CH:31]=[CH:30][CH:29]=1.[C:35]([O-])([O-])=[O:36].[Na+].[Na+]>CCO.Cl[Pd](Cl)([P](C1C=CC=CC=1)(C1C=CC=CC=1)C1C=CC=CC=1)[P](C1C=CC=CC=1)(C1C=CC=CC=1)C1C=CC=CC=1>[CH3:35][O:36][C:28]1[CH2:33][CH2:32][CH2:31][CH2:30][C:29]=1[C:2]1[CH:3]=[C:4]2[C:10]([C:11]3[CH:12]=[N:13][N:14]([CH3:16])[CH:15]=3)=[CH:9][N:8]([S:17]([C:20]3[CH:21]=[CH:22][CH:23]=[CH:24][CH:25]=3)(=[O:19])=[O:18])[C:5]2=[N:6][CH:7]=1 |f:1.2,4.5.6,^1:46,65|. As a reaction SMILES: [CH2:13]([OH:14])[CH2:15][CH2:16][CH3:17].[OH:11][OH:12].[cH:1]1[cH:2][cH:3][c:4]2[n:5][cH:6][cH:7][cH:8][c:9]2[cH:10]1>>[cH:1]1[cH:2][cH:3][c:4]2[n+:5]([O-:11])[cH:6][cH:7][cH:8][c:9]2[cH:10]1. Product: [O-][n+]1cccc2ccccc21. Starting materials: CCCCO, OO, c1ccc2ncccc2c1.